From a dataset of the Open Reaction Database (ORD), a public repository of structured organic reaction records. describe an organic reaction: reactants, conditions, products, and yield Starting materials: C(=O)([O-])[O-].[K+].[K+] (K2CO3), O1C(NCC1)=O (oxazolidinone), C(C)(C)(C)OC(=O)N1[C@@H](CN([C@H](C1)CCl)CC1=CC=CC=C1)C ((2R,5R)-4-benzyl-5-chloromethyl-2-methyl-piperazine-1-carboxylic acid tert-butyl ester). Solvent: C(C)#N (acetonitrile). Conditions: temperature 60 celsius, time 3 day. Yields the product C(C)(C)(C)OC(=O)N1[C@@H](CN([C@H](C1)CN1C(OCC1)=O)CC1=CC=CC=C1)C ((2R,5S)-4-Benzyl-2-methyl-5-(2-oxo-oxazolidin-3-ylmethyl)-piperazine-1-carboxylic acid tert-butyl ester). Isolated yield 78.6%. Reaction SMILES: C([O-])([O-])=O.[K+].[K+].[O:7]1[CH2:11][CH2:10][NH:9][C:8]1=[O:12].[C:13]([O:17][C:18]([N:20]1[CH2:25][C@H:24]([CH2:26]Cl)[N:23]([CH2:28][C:29]2[CH:34]=[CH:33][CH:32]=[CH:31][CH:30]=2)[CH2:22][C@H:21]1[CH3:35])=[O:19])([CH3:16])([CH3:15])[CH3:14]>C(#N)C>[C:13]([O:17][C:18]([N:20]1[CH2:25][C@H:24]([CH2:26][N:9]2[CH2:10][CH2:11][O:7][C:8]2=[O:12])[N:23]([CH2:28][C:29]2[CH:30]=[CH:31][CH:32]=[CH:33][CH:34]=2)[CH2:22][C@H:21]1[CH3:35])=[O:19])([CH3:14])([CH3:15])[CH3:16] |f:0.1.2|. Procedure details: K2CO3 (610 mg, 4.4 mmol), KI (730 mg, 4.4 mmol) and oxazolidinone (170 mg, 2.2 mmol) were added to a solution of (2R,5R)-4-benzyl-5-chloromethyl-2-methyl-piperazine-1-carboxylic acid tert-butyl ester (500 mg, 1.47 mmol) in acetonitrile (10 mL). The reaction was stirred at 60° C. for 3 days. The solids were filtered off and the solvent was removed in vacuo. Chromatography (40% EtOAc in petrol) gave the title compound (450 mg) as a white solid, MS: [M+H]+=390. Run in CN1C(CCC1)=O (N-methylpyrrolidone). Reactants: C(C1=CC=CC=C1)(C1=CC=CC=C1)=NO (Benzophenone oxime), [Na] (sodium), NOCCCC(=O)O (4-aminooxybutyric acid), NOCCCCC(=O)O (5-aminooxyvaleric acid). Reaction SMILES: NO[CH2:3][CH2:4][CH2:5][C:6]([OH:8])=[O:7].NOC[CH2:12][CH2:13][CH2:14][C:15]([OH:17])=[O:16].[C:18](=[N:31][OH:32])([C:25]1[CH:30]=[CH:29][CH:28]=[CH:27][CH:26]=1)[C:19]1[CH:24]=[CH:23][CH:22]=[CH:21][CH:20]=1.[Na]>CN1CCCC1=O>[C:6]1(=[O:7])[O:8][CH2:3][CH2:4][CH2:5]1.[C:19]1([C:18]([C:25]2[CH:30]=[CH:29][CH:28]=[CH:27][CH:26]=2)=[N:31][O:32][CH2:12][CH2:13][CH2:14][C:15]([OH:17])=[O:16])[CH:20]=[CH:21][CH:22]=[CH:23][CH:24]=1 |^1:32|. Product: C1(CCCO1)=O (γ-butyrolactone), C1(=CC=CC=C1)C(=NOCCCC(=O)O)C1=CC=CC=C1 (N-diphenylmethylidene-4-aminooxybutyric acid). Reported procedure: The synthesis of 4-aminooxybutyric acid and 5-aminooxyvaleric acid are described in Tetrahedron, 23, 4441 (1967). Benzophenone oxime in N-methylpyrrolidone is reacted first with sodium then with γ-butyrolactone to provide N-diphenylmethylidene-4-aminooxybutyric acid which is subsequently hydrolyzed to form 4-aminooxybutyric acid. 5-aminooxyvaleric acid hydrochloric acid salt is prepared similarly by substituting γ-butyrolactone with γ-valerolactone. Aminooxyacetic acid is available as the hemihy... Procedure: The general procedure of Example 1 (6) was repeated by use of 2-(4-fluorobenzyl)-6-(2,3-dihydro-1-benzofuran-5-yl)-4-methanesulfonyloxymethyl-2H-pyridazin-3-one, to thereby yield the title compound as a pale yellow powder (yield: 54.8%). Reactants: C1(CC1)CN1N=C(C=C(C1=O)CN1CCN(CC1)C)C=1C=CC2=C(CCO2)C1 (2-cyclopropylmethyl-6-(2,3-dihydro-1-benzofuran-5-yl)-4-(4-methyl-1-piperazinyl)methyl-2H-pyridazin-3-one), FC1=CC=C(CN2N=C(C=C(C2=O)COS(=O)(=O)C)C=2C=CC3=C(CCO3)C2)C=C1 (2-(4-fluorobenzyl)-6-(2,3-dihydro-1-benzofuran-5-yl)-4-methanesulfonyloxymethyl-2H-pyridazin-3-one). Product: FC1=CC=C(CN2N=C(C=C(C2=O)CN2CCN(CC2)C)C=2C=CC3=C(CCO3)C2)C=C1 (2-(4-fluorobenzyl)-6-(2,3-dihydro-1-benzofuran-5-yl)-4-(4-methyl-1-piperazinyl)methyl-2H-pyridazin-3-one). As a reaction SMILES: [CH:1]1([CH2:4][N:5]2[C:10](=[O:11])[C:9]([CH2:12][N:13]3[CH2:18][CH2:17][N:16]([CH3:19])[CH2:15][CH2:14]3)=[CH:8][C:7]([C:20]3[CH:21]=[CH:22][C:23]4[O:27][CH2:26][CH2:25][C:24]=4[CH:28]=3)=[N:6]2)[CH2:3][CH2:2]1.[F:29][C:30]1C=CC(CN2C(=O)C(COS(C)(=O)=O)=CC(C3C=CC4OCCC=4C=3)=N2)=[CH:32][CH:31]=1>>[F:29][C:30]1[CH:2]=[CH:3][C:1]([CH2:4][N:5]2[C:10](=[O:11])[C:9]([CH2:12][N:13]3[CH2:18][CH2:17][N:16]([CH3:19])[CH2:15][CH2:14]3)=[CH:8][C:7]([C:20]3[CH:21]=[CH:22][C:23]4[O:27][CH2:26][CH2:25][C:24]=4[CH:28]=3)=[N:6]2)=[CH:32][CH:31]=1. Yield: 54.8%. The reactants are C(#N)C1=C(C=NN1C1=NC=CC=C1)C(=O)OCC (5-cyano-1-(2-pyridinyl)-1H-pyrazole-4-carboxylic acid, ethyl ester), CN (monomethylamine). The solvent is CN(C)C=O (DMF). Product: C(#N)C1=C(C=NN1C1=NC=CC=C1)C(=O)NC (5-cyano-1-(2-pyridinyl)-N-methyl-1H-pyrazole-4-carboxamide). RXN SMILES: [C:1]([C:3]1[N:7]([C:8]2[CH:13]=[CH:12][CH:11]=[CH:10][N:9]=2)[N:6]=[CH:5][C:4]=1[C:14]([O:16]CC)=O)#[N:2].[CH3:19][NH2:20]>CN(C=O)C>[C:1]([C:3]1[N:7]([C:8]2[CH:13]=[CH:12][CH:11]=[CH:10][N:9]=2)[N:6]=[CH:5][C:4]=1[C:14]([NH:20][CH3:19])=[O:16])#[N:2]. Reported procedure: To a solution of 2.5 g of 5-cyano-1-(2-pyridinyl)-1H-pyrazole-4-carboxylic acid, ethyl ester in 20 ml of DMF was added an excess of 40% aqueous monomethylamine so as not to precipitate out the pyrazole starting material. Approximately 24 hours later additional monomethylamine was added to the reaction mixture as well as additional DMF so as to keep these reactants in solution. The reaction mixture was heated and subsequently added to 150 ml of ice water. The precipitated solid was collected by f... Starting materials: Cc1ccccc1, Cc1ccc2c(c1)sc1ncc(CO)n12, C1COCCO1, O=[Mn]=O. Product: Cc1ccc2c(c1)sc1ncc(C=O)n12. As a reaction SMILES: [CH3:16][c:17]1[cH:18][cH:19][cH:20][cH:21][cH:22]1.[CH3:1][c:2]1[cH:3][c:4]2[c:5]([n:6]3[c:7]([s:8]2)[n:9][cH:10][c:11]3[CH2:12][OH:13])[cH:14][cH:15]1.[O:23]1[CH2:24][CH2:25][O:26][CH2:27][CH2:28]1.[O:29]=[Mn:30]=[O:31]>>[CH3:1][c:2]1[cH:3][c:4]2[c:5]([n:6]3[c:7]([s:8]2)[n:9][cH:10][c:11]3[CH:12]=[O:13])[cH:14][cH:15]1. Starting materials: [Al+3], COc1ccc(CNc2cccnc2C#N)c(OC)c1, [H-], [H-], [H-], [H-], [Li+], C1CCOC1. Product: COc1ccc(CNc2cccnc2CN)c(OC)c1. Reaction SMILES: [Al+3:2].[CH3:7][O:8][c:9]1[c:10]([CH2:11][NH:12][c:13]2[c:14]([C:19]#[N:20])[n:15][cH:16][cH:17][cH:18]2)[cH:21][cH:22][c:23]([O:25][CH3:26])[cH:24]1.[H-:1].[H-:4].[H-:5].[H-:6].[Li+:3].[O:27]1[CH2:28][CH2:29][CH2:30][CH2:31]1>>[CH3:7][O:8][c:9]1[c:10]([CH2:11][NH:12][c:13]2[c:14]([CH2:19][NH2:20])[n:15][cH:16][cH:17][cH:18]2)[cH:21][cH:22][c:23]([O:25][CH3:26])[cH:24]1. The reactants are COC(OC)C(C)C1CCC2C3=CC=C4CC(O)CC(O)C4(C)C3CCC21C, COC(=O)OC1CC2=CC=C3C4CCC(C(C)C5OCC(C)(C)CO5)C4(C)CCC3C2(C)C(OC(=O)OC)C1. Product: CC(C=O)C1CCC2C3=CC=C4CC(O)CC(O)C4(C)C3CCC21C. As a reaction SMILES: [CH3:1][O:2][CH:3]([CH:4]([CH:5]1[CH2:6][CH2:7][CH:8]2[C:9]3=[CH:10][CH:11]=[C:12]4[CH2:13][CH:14]([OH:25])[CH2:15][CH:16]([OH:24])[C:17]4([CH3:18])[CH:19]3[CH2:20][CH2:21][C:22]12[CH3:23])[CH3:26])[O:27][CH3:28].[CH3:29][C:30]1([CH3:31])[CH2:32][O:33][CH:34]([CH:35]([CH:36]2[C:37]3([CH3:38])[CH:39]([C:40]4=[CH:62][CH:61]=[C:46]5[C:44]([CH3:45])([CH:41]4[CH2:42][CH2:43]3)[CH:55]([O:56][C:57]([O:58][CH3:59])=[O:60])[CH2:54][CH:48]([O:49][C:50]([O:51][CH3:52])=[O:53])[CH2:47]5)[CH2:63][CH2:64]2)[CH3:65])[O:66][CH2:67]1>>[O:2]=[CH:3][CH:4]([CH:5]1[CH2:6][CH2:7][CH:8]2[C:9]3=[CH:10][CH:11]=[C:12]4[CH2:13][CH:14]([OH:25])[CH2:15][CH:16]([OH:24])[C:17]4([CH3:18])[CH:19]3[CH2:20][CH2:21][C:22]12[CH3:23])[CH3:26]. Starting materials: Nc1cccc(Br)c1, O=C(Cl)Oc1ccccc1. Yields the product O=C(Nc1cccc(Br)c1)Oc1ccccc1. As a reaction SMILES: [Br:11][c:12]1[cH:13][c:14]([NH2:15])[cH:16][cH:17][cH:18]1.[Cl:1][C:2](=[O:3])[O:4][c:5]1[cH:6][cH:7][cH:8][cH:9][cH:10]1>>[C:2](=[O:3])([O:4][c:5]1[cH:6][cH:7][cH:8][cH:9][cH:10]1)[NH:15][c:14]1[cH:13][c:12]([Br:11])[cH:18][cH:17][cH:16]1. Starting materials: CCCOC(C)Oc1ccc(-c2ccc3c(c2)C=C(C(=O)OC)CCN3Cc2ccccc2OC)cc1, CO, Cl, [Na+], C1CCOC1, [OH-], O. Yields the product CCCOC(C)Oc1ccc(-c2ccc3c(c2)C=C(C(=O)O)CCN3Cc2ccccc2OC)cc1. RXN SMILES: [CH3:1][O:2][c:3]1[c:4]([CH2:5][N:6]2[CH2:7][CH2:8][C:9]([C:30](=[O:31])[O:32][CH3:33])=[CH:10][c:11]3[c:12]2[cH:13][cH:14][c:15](-[c:17]2[cH:18][cH:19][c:20]([O:23][CH:24]([CH3:25])[O:26][CH2:27][CH2:28][CH3:29])[cH:21][cH:22]2)[cH:16]3)[cH:34][cH:35][cH:36][cH:37]1.[CH3:47][OH:48].[ClH:41].[Na+:39].[O:42]1[CH2:43][CH2:44][CH2:45][CH2:46]1.[OH-:38].[OH2:40]>>[CH3:1][O:2][c:3]1[c:4]([CH2:5][N:6]2[CH2:7][CH2:8][C:9]([C:30](=[O:31])[OH:32])=[CH:10][c:11]3[c:12]2[cH:13][cH:14][c:15](-[c:17]2[cH:18][cH:19][c:20]([O:23][CH:24]([CH3:25])[O:26][CH2:27][CH2:28][CH3:29])[cH:21][cH:22]2)[cH:16]3)[cH:34][cH:35][cH:36][cH:37]1. The reactants are C(CCC)C=1N(C(N(N1)C1=C(C=CC=C1)C(F)(F)F)=O)CC1=CC=C(C=C1)C1=C(C=CC=C1)S(N)(=O)=O (5-n-Butyl-2,4-dihydro-4-[(2'-sulfamoylbiphenyl-4-yl)methyl]-2-[2-(trifluoromethyl)phenyl]-3H-1,2,4-triazol-3-one), C(C(C)(C)C)(=O)O (pivalic acid). Yields the product C(CCC)C=1N(C(N(N1)C1=C(C=CC=C1)C(F)(F)F)=O)CC1=CC=C(C=C1)C1=C(C=CC=C1)S(NC(C(C)(C)C)=O)(=O)=O (5-n-Butyl-2,4-dihydro-4-[[2'-(N-pivaloylsulfamoyl)biphenyl-4-yl]methyl]-2-[2-(trifluoromethyl)phenyl]-3H-1,2,4-triazol-3-one). The yield is 86.0%. Reaction SMILES: [CH2:1]([C:5]1[N:6]([CH2:21][C:22]2[CH:27]=[CH:26][C:25]([C:28]3[CH:33]=[CH:32][CH:31]=[CH:30][C:29]=3[S:34](=[O:37])(=[O:36])[NH2:35])=[CH:24][CH:23]=2)[C:7](=[O:20])[N:8]([C:10]2[CH:15]=[CH:14][CH:13]=[CH:12][C:11]=2[C:16]([F:19])([F:18])[F:17])[N:9]=1)[CH2:2][CH2:3][CH3:4].[C:38](O)(=[O:43])[C:39]([CH3:42])([CH3:41])[CH3:40]>>[CH2:1]([C:5]1[N:6]([CH2:21][C:22]2[CH:27]=[CH:26][C:25]([C:28]3[CH:33]=[CH:32][CH:31]=[CH:30][C:29]=3[S:34](=[O:37])(=[O:36])[NH:35][C:38](=[O:43])[C:39]([CH3:42])([CH3:41])[CH3:40])=[CH:24][CH:23]=2)[C:7](=[O:20])[N:8]([C:10]2[CH:15]=[CH:14][CH:13]=[CH:12][C:11]=2[C:16]([F:19])([F:18])[F:17])[N:9]=1)[CH2:2][CH2:3][CH3:4]. Procedure details: The title compound was prepared from 5-n-butyl-2,4-dihydro-4-[(2'-sulfamoylbiphenyl-4-yl)methyl]-2-[2-(trifluoromethyl)phenyl]-3H-1,2,4-triazol-3-one (from Example 16, Step C), according to the procedure of Example 43 except that pivalic acid was used as the acid. Excess pivalic acid was removed by 10% aq. KHCO3. The crude product was purified by flash chromatography (gradient elution using 1-5% MeOH/CH2Cl2) to afford a 86% yield of the desired compound as a white solid, homogeneous by TLC in 5%...